Dataset: the Open Reaction Database (ORD), a public repository of structured organic reaction records. Task: describe an organic reaction: reactants, conditions, products, and yield Reactants: C1CCC2=NCCCN2CC1, CCOC(C)=O, CC(O)(COS(C)(=O)=O)Cn1cc([N+](=O)[O-])nc1Cl. Product: CC1(Cn2cc([N+](=O)[O-])nc2Cl)CO1. RXN SMILES: [CH2:20]1[CH2:21][CH2:22][C:23]2=[N:28][CH2:27][CH2:26][CH2:25][N:24]2[CH2:29][CH2:30]1.[CH3:31][CH2:32][O:33][C:34](=[O:35])[CH3:36].[Cl:1][c:2]1[n:3]([CH2:10][C:11]([CH2:12][O:13][S:14]([CH3:15])(=[O:16])=[O:17])([CH3:18])[OH:19])[cH:4][c:5]([N+:7](=[O:8])[O-:9])[n:6]1>>[Cl:1][c:2]1[n:3]([CH2:10][C:11]2([CH3:18])[CH2:12][O:19]2)[cH:4][c:5]([N+:7](=[O:8])[O-:9])[n:6]1. Run in N1=CC=CC=C1 (pyridine). RXN SMILES: [F:1][C:2]1[CH:28]=[CH:27][CH:26]=[CH:25][C:3]=1[CH2:4][N:5]1[C:9]2=[N:10][CH:11]=[CH:12][CH:13]=[C:8]2[C:7]([C:14]2[N:19]=[C:18]([NH2:20])[C:17]([N+:21]([O-])=O)=[C:16]([CH3:24])[N:15]=2)=[N:6]1.[H][H]>N1C=CC=CC=1.[Pd]>[F:1][C:2]1[CH:28]=[CH:27][CH:26]=[CH:25][C:3]=1[CH2:4][N:5]1[C:9]2=[N:10][CH:11]=[CH:12][CH:13]=[C:8]2[C:7]([C:14]2[N:19]=[C:18]([NH2:20])[C:17]([NH2:21])=[C:16]([CH3:24])[N:15]=2)=[N:6]1. Reagents/catalysts: [Pd] (palladium). Product: FC1=C(CN2N=C(C=3C2=NC=CC3)C3=NC(=C(C(=N3)N)N)C)C=CC=C1 (2-[1-(2-Fluorobenzyl)-1H-pyrazolo[3,4-b]pyridin-3-yl]-6-methylpyrimidine-4,5-diamine). Reported procedure: 592 mg (1.56 mmol) of the compound from example 53A were initially charged in pyridine (25 ml) and then 133 mg (0.125 mmol) of palladium (10% on charcoal) were added. The mixture was stirred at standard hydrogen pressure overnight. The suspension was then filtered through Celite and the filtercake was washed with methanol. The filtrate was concentrated, methanol was added and the mixture was filtered and concentrated again. The residue was dried under high vacuum. This gave 396 mg of the title c... Reactants: FC1=C(CN2N=C(C=3C2=NC=CC3)C3=NC(=C(C(=N3)N)[N+](=O)[O-])C)C=CC=C1 (2-[1-(2-Fluorobenzyl)-1H-pyrazolo[3,4-b]pyridin-3-yl]-6-methyl-5-nitropyrimidin-4-amine), [H][H] (hydrogen). The reactants are C(C)(C)(C)C1=C(C=C(C(CS(=O)(=O)C)O)C=C1N(C)C)N(C)C (4-tert. butyl-3,5-bis(dimethylamino)-α-[(methylsulfonyl)methyl]benzyl alcohol), C[O-].[Na+] (sodium methylate), N(C1=CC=CC=C1)CCC#N (β-anilinopropionitrile). Solvent: CS(=O)C (dimethylsulfoxide). Product: N(C1=CC=CC=C1)C=C(C#N)CC1=CC(=C(C(=C1)N(C)C)C(C)(C)C)N(C)C (α-(anilinomethylene)-4 -tert. butyl-3,5-bis(dimethylamino)hydrocinnamonitrile). As a reaction SMILES: [C:1]([C:5]1[C:17]([N:18]([CH3:20])[CH3:19])=[CH:16][C:8]([CH:9](O)CS(C)(=O)=O)=[CH:7][C:6]=1[N:21]([CH3:23])[CH3:22])([CH3:4])([CH3:3])[CH3:2].C[O-].[Na+].[NH:27]([CH2:34][CH2:35][C:36]#[N:37])[C:28]1[CH:33]=[CH:32][CH:31]=[CH:30][CH:29]=1>CS(C)=O>[NH:27]([CH:34]=[C:35]([CH2:9][C:8]1[CH:7]=[C:6]([N:21]([CH3:23])[CH3:22])[C:5]([C:1]([CH3:4])([CH3:2])[CH3:3])=[C:17]([N:18]([CH3:19])[CH3:20])[CH:16]=1)[C:36]#[N:37])[C:28]1[CH:33]=[CH:32][CH:31]=[CH:30][CH:29]=1 |f:1.2|. Reported procedure: A mixture of 4.66 g. of 4-tert. butyl-3,5-bis(dimethylamino)-α-[(methylsulfonyl)methyl]benzyl alcohol, 1.28 g. of sodium methylate and 3.3 g. of β-anilinopropionitrile in 35 ml. of dimethylsulfoxide was stirred at room temperature under nitrogen for 60 minutes. The mixture was poured into 200 ml. of ice water, the separated oil extracted with ethyl acetate, the ethyl acetate solution dried over sodium sulfate and then evaporated. By purification of the residue over aluminum oxide with benzene an... Starting materials: N1=C(C=CC=C1)C#CCCO (4-(pyridin-2-yl)but-3-yn-1-ol), C1(NN=CC2=CC=CC=C12)=O (phthalazin-1(2H)-one). Product: N1=C(C=CC=C1)C#CCCN1C(C2=CC=CC=C2C=N1)=O (2-(4-(pyridin-2-yl)but-3-ynyl)phthalazin-1(2H)-one). Yield: 11449.3%. Reaction SMILES: [N:1]1[CH:6]=[CH:5][CH:4]=[CH:3][C:2]=1[C:7]#[C:8][CH2:9][CH2:10]O.[C:12]1(=[O:22])[C:21]2[C:16](=[CH:17][CH:18]=[CH:19][CH:20]=2)[CH:15]=[N:14][NH:13]1>>[N:1]1[CH:6]=[CH:5][CH:4]=[CH:3][C:2]=1[C:7]#[C:8][CH2:9][CH2:10][N:13]1[N:14]=[CH:15][C:16]2[C:21](=[CH:20][CH:19]=[CH:18][CH:17]=2)[C:12]1=[O:22]. Reported procedure: The title compound was prepared in accordance with the general method of Example 3(B), from 4-(pyridin-2-yl)but-3-yn-1-ol (102 mg, 0.69 mmol, Example 3(A)) and phthalazin-1(2H)-one (152 mg, 1.04 mmol). The crude residue was purified by flash chromatography (DCM/MeOH 99:1 to 97:3) followed by bulb-to-bulb distillation (100° C., 0.1 mbar) to yield 22 mg (79 mmol, 11%) of 2-(4-(pyridin-2-yl)but-3-ynyl)phthalazin-1(2H)-one as a brown solid.